Dataset: the Open Reaction Database (ORD), a public repository of structured organic reaction records. Task: describe an organic reaction: reactants, conditions, products, and yield Starting materials: Cl (HCl), C(Cl)(Cl)Cl.CO (CHCl3 MeOH), C(=O)(O)[O-].[Na+] (NaHCO3), COC(C1=NC(=C(C=C1C(=O)OCC)C(=O)OCC)C(OC)OC)OC (diethyl 2,6-bis[(dimethoxy)methyl]-3,5-pyridine dicarboxylate), Cl (HCl). The solvent is C1CCOC1 (THF), O (water), C1CCOC1 (THF). Run at temperature 50 celsius. The product is C(C)OC(=O)C=1C(=NC(=C(C1)C(=O)OCC)C=O)C=O (3,5-bis(ethoxycarbonyl)-2,6-pyridine dicarboxaldehyde). Yield: 53.6%. As a reaction SMILES: C[O:2][CH:3](OC)[C:4]1[C:9]([C:10]([O:12][CH2:13][CH3:14])=[O:11])=[CH:8][C:7]([C:15]([O:17][CH2:18][CH3:19])=[O:16])=[C:6]([CH:20](OC)[O:21]C)[N:5]=1.Cl.C(Cl)(Cl)Cl.CO.C([O-])(O)=O.[Na+]>C1COCC1.O>[CH2:13]([O:12][C:10]([C:9]1[C:4]([CH:3]=[O:2])=[N:5][C:6]([CH:20]=[O:21])=[C:7]([C:15]([O:17][CH2:18][CH3:19])=[O:16])[CH:8]=1)=[O:11])[CH3:14] |f:2.3,4.5|. Procedure details: To a solution of diethyl 2,6-bis[(dimethoxy)methyl]-3,5-pyridine dicarboxylate (4.40 g, 11.9 mmol) in THF (80 ml) was added 2N HCl (80 ml), and the resulting mixture was heated to 50° C. for 30 minutes. At this time the reaction mixture was treated again with THF (80 ml) and 2N HCl (80 ml). After a total of 1.5 hours, TLC indicated that the reaction was complete (10/1 CHCl3/MeOH). The mixture was cooled and diluted with water (1 L). The pH was 0.94 and was therefore adjusted to 4.5 with solid Na... The reactants are COC(CC(C)=O)=O (3-oxo-butyric acid methyl ester), R3—(CH2)m—NH2, C1(CCCCC1)N (cyclohexylamine), BrCC(=O)C1=C(C=CC=C1)OC(F)(F)F (2-bromo-1-[2-(trifluoromethoxy)phenyl]-ethanone), C([C@H]1CCCO1)N ((R)-tetrahydrofurfurylamine). The product is C1(CCCCC1)NC(=O)C1=C(N(C(=C1)C1=C(C=CC=C1)OC(F)(F)F)C[C@@H]1OCCC1)C (2-Methyl-1-[(R)-1-(tetrahydro-furan-2-yl)methyl]-5-(2-trifluoromethoxy-phenyl)-1H-pyrrole-3-carboxylic acid cyclohexylamide). RXN SMILES: C[O:2][C:3](=O)[CH2:4][C:5](=O)[CH3:6].Br[CH2:10][C:11]([C:13]1[CH:18]=[CH:17][CH:16]=[CH:15][C:14]=1[O:19][C:20]([F:23])([F:22])[F:21])=O.[CH2:24]([NH2:30])[C@@H:25]1[O:29][CH2:28][CH2:27][CH2:26]1.[CH:31]1([NH2:37])[CH2:36][CH2:35][CH2:34][CH2:33][CH2:32]1>>[CH:31]1([NH:37][C:3]([C:4]2[CH:10]=[C:11]([C:13]3[CH:18]=[CH:17][CH:16]=[CH:15][C:14]=3[O:19][C:20]([F:23])([F:22])[F:21])[N:30]([CH2:24][C@H:25]3[CH2:26][CH2:27][CH2:28][O:29]3)[C:5]=2[CH3:6])=[O:2])[CH2:36][CH2:35][CH2:34][CH2:33][CH2:32]1. Reported procedure: The title compound was synthesized in analogy to example 7, using 3-oxo-butyric acid methyl ester as compound of formula R, 2-bromo-1-[2-(trifluoromethoxy)phenyl]-ethanone as compound of formula S, (R)-tetrahydrofurfurylamine as R3—(CH2)m—NH2 and cyclohexylamine as R1R2NH, MS (ISP) 451.5 (M+H)+. Reactants: [OH-].[Na+] (NaOH), C1(CC1)N1C=C(C(C2=C(C(=C(C(=C12)OC)NCCNC1=NC=CC=C1)F)NC(C(F)(F)F)=O)=O)C#N (1-cyclopropyl-6-fluoro-1,4-dihydro-8-methoxy-4-oxo-7-[2-(2-pyridylamino)ethylamino]-5-(trifluoroacetamido)quinoline-3-carbonitrile), O (water). Run in CO (MeOH). Reaction conditions: time 8 hour. Yields the product NC1=C2C(C(=CN(C2=C(C(=C1F)NCCNC1=NC=CC=C1)OC)C1CC1)C#N)=O (5-amino-1-cyclopropyl-6-fluoro-1,4-dihydro-8-methoxy-4-oxo-7-[2-(2-pyridylamino)ethylamino]quinoline-3-carbonitrile). The yield is 74.3%. As a reaction SMILES: [OH-].[Na+].[CH:3]1([N:6]2[C:15]3[C:10](=[C:11]([NH:29]C(=O)C(F)(F)F)[C:12]([F:28])=[C:13]([NH:18][CH2:19][CH2:20][NH:21][C:22]4[CH:27]=[CH:26][CH:25]=[CH:24][N:23]=4)[C:14]=3[O:16][CH3:17])[C:9](=[O:36])[C:8]([C:37]#[N:38])=[CH:7]2)[CH2:5][CH2:4]1.O>CO>[NH2:29][C:11]1[C:12]([F:28])=[C:13]([NH:18][CH2:19][CH2:20][NH:21][C:22]2[CH:27]=[CH:26][CH:25]=[CH:24][N:23]=2)[C:14]([O:16][CH3:17])=[C:15]2[C:10]=1[C:9](=[O:36])[C:8]([C:37]#[N:38])=[CH:7][N:6]2[CH:3]1[CH2:4][CH2:5]1 |f:0.1|. Reported procedure: 1 M aq. NaOH (1 mL) was added to a suspension of 1-cyclopropyl-6-fluoro-1,4-dihydro-8-methoxy-4-oxo-7-[2-(2-pyridylamino)ethylamino]-5-(trifluoroacetamido)quinoline-3-carbonitrile (100 mg, 0.198 mmol) in MeOH (5 mL). After stirring at room temperature for 8 h, water (10 mL) was added. The resulting precipitate was collected by filtration, washed with water and MeOH, and dried to give 5-amino-1-cyclopropyl-6-fluoro-1,4-dihydro-8-methoxy-4-oxo-7-[2-(2-pyridylamino)ethylamino]quinoline-3-carbonitri... The reactants are C(C)(C)(C)C1=CC=C(CNCCC2=CC(=C(C=C2)F)F)C=C1 ((4-tert-butyl-benzyl)-[2-(3,4-difluoro-phenyl)-ethyl]-amine), N1C=CC2=CC=CC(=C12)C(=O)O (1H-indole-7-carboxylic acid), CN(C)C(=[N+](C)C)ON1C2=C(C=CC=C2)N=N1.[B-](F)(F)(F)F (TBTU), C(C)(C)N(C(C)C)CC (N,N-diisopropylethyl amine). Run in CN(C)C=O (DMF), O (water), CN(C)C=O (DMF). Conditions: time 5 minute. Yields the product C(C)(C)(C)C1=CC=C(CN(C(=O)C=2C=CC=C3C=CNC23)CCC2=CC(=C(C=C2)F)F)C=C1 (1H-Indole-7-carboxylic acid (4-tert-butyl-benzyl)-[2-(3,4-difluoro-phenyl)-ethyl]-amide). Yield: 66.0%. As a reaction SMILES: [NH:1]1[C:9]2[C:4](=[CH:5][CH:6]=[CH:7][C:8]=2[C:10]([OH:12])=O)[CH:3]=[CH:2]1.CN(C(ON1N=NC2C=CC=CC1=2)=[N+](C)C)C.[B-](F)(F)(F)F.C(N(CC)C(C)C)(C)C.[C:44]([C:48]1[CH:65]=[CH:64][C:51]([CH2:52][NH:53][CH2:54][CH2:55][C:56]2[CH:61]=[CH:60][C:59]([F:62])=[C:58]([F:63])[CH:57]=2)=[CH:50][CH:49]=1)([CH3:47])([CH3:46])[CH3:45]>CN(C=O)C.O>[C:44]([C:48]1[CH:65]=[CH:64][C:51]([CH2:52][N:53]([CH2:54][CH2:55][C:56]2[CH:61]=[CH:60][C:59]([F:62])=[C:58]([F:63])[CH:57]=2)[C:10]([C:8]2[CH:7]=[CH:6][CH:5]=[C:4]3[C:9]=2[NH:1][CH:2]=[CH:3]3)=[O:12])=[CH:50][CH:49]=1)([CH3:47])([CH3:45])[CH3:46] |f:1.2|. Procedure details: To a solution of 48 mg (0.3 mmol) of 1H-indole-7-carboxylic acid and 96 mg of TBTU (0.3 mmol) in 4 ml DMF, were added 0.26 ml (1.5 mmol) of N,N-diisopropylethyl amine. After stirring for 5 min at rt, 91 mg (0.3 mmol) (4-tert-butyl-benzyl)-[2-(3,4-difluoro-phenyl)-ethyl]-amine in 2 ml DMF was added. After stirring for 18 h at rt, the reaction mixture was diluted with 50 ml water and extracted with 2×50 ml EtOAc. The combined organic phases were washed with water and brine, dried with magnesium su... Reactants: C(C1=CC=CC=C1)N1C2=NC=NC(=C2N=C1C1=CC=CC=C1)O[C@H]1C[C@@H]([C@@H](C1)CO[Si](C)(C)C(C)(C)C)O[Si](C)(C)C(C)(C)C (9-benzyl-6-{[(1R,3S,4S)-3-{[tert-butyl(dimethyl)silyl]oxy}-4-({[tert-butyl(dimethyl)silyl]oxy}methyl)cyclopentyl]oxy}-8-phenyl-9H-purine), CO (methanol). The reagents and catalysts are [Pd] (Pd/C), [Pd] (Pd/C), [Pd] (Pd/C). Run in C(=O)O (formic acid), C(=O)O (formic acid), C(=O)O (formic acid). Reaction conditions: time 8 hour. The product is [Si](C)(C)(C(C)(C)C)O[C@@H]1[C@@H](C[C@H](C1)OC1=C2N=C(NC2=NC=N1)C1=CC=CC=C1)CO ({(1S,2S,4R)-2-{[tert-butyl(dimethyl)silyl]oxy}-4-[(8-phenyl-9H-purin-6-yl)-oxy]cyclopentyl}methanol). Reaction SMILES: C([N:8]1[C:16]([C:17]2[CH:22]=[CH:21][CH:20]=[CH:19][CH:18]=2)=[N:15][C:14]2[C:9]1=[N:10][CH:11]=[N:12][C:13]=2[O:23][C@@H:24]1[CH2:28][C@@H:27]([CH2:29][O:30][Si](C(C)(C)C)(C)C)[C@@H:26]([O:38][Si:39]([C:42]([CH3:45])([CH3:44])[CH3:43])([CH3:41])[CH3:40])[CH2:25]1)C1C=CC=CC=1.CO>[Pd].C(O)=O>[Si:39]([O:38][C@H:26]1[CH2:25][C@H:24]([O:23][C:13]2[N:12]=[CH:11][N:10]=[C:9]3[C:14]=2[N:15]=[C:16]([C:17]2[CH:18]=[CH:19][CH:20]=[CH:21][CH:22]=2)[NH:8]3)[CH2:28][C@H:27]1[CH2:29][OH:30])([C:42]([CH3:43])([CH3:44])[CH3:45])([CH3:40])[CH3:41]. Procedure details: A suspension of 9-benzyl-6-{[(1R,3S,4S)-3-{[tert-butyl(dimethyl)silyl]oxy}-4-({[tert-butyl(dimethyl)silyl]oxy}methyl)cyclopentyl]oxy}-8-phenyl-9H-purine (0.161 g, 0.000249 mol), 10% Pd/C (0.04 g, 0.00004 mol) and formic acid (0.1 mL, 0.003 mol) in methanol (11.0 mL, 0.272 mol) was stirred under an atmosphere of nitrogen overnight. Added formic acid (0.2 mL, 0.005 mol) and 10% Pd/C (0.04 g, 0.00004 mol) to the reaction and stirred 24 h. Added 10% Pd/C (0.060 g, 0.000056 mol) and formic acid (0.2 ... The reactants are CN(CCC=O)C(=O)Nc1nnc(C(C)(C)C)s1, Cl, O. The product is CN1CCC(O)N(c2nnc(C(C)(C)C)s2)C1=O. As a reaction SMILES: [CH3:1][N:2]([C:3](=[O:4])[NH:5][c:6]1[s:7][c:8]([C:11]([CH3:12])([CH3:13])[CH3:14])[n:9][n:10]1)[CH2:15][CH2:16][CH:17]=[O:18].[ClH:19].[OH2:20]>>[CH3:1][N:2]1[C:3](=[O:4])[N:5]([c:6]2[s:7][c:8]([C:11]([CH3:12])([CH3:13])[CH3:14])[n:9][n:10]2)[CH:17]([OH:18])[CH2:16][CH2:15]1.